Dataset: the Open Reaction Database (ORD), a public repository of structured organic reaction records. Task: describe an organic reaction: reactants, conditions, products, and yield Reactants: OCCO, O=Cc1c(F)cccc1Cl. The product is Fc1cccc(Cl)c1C1OCCO1. RXN SMILES: [CH2:11]([CH2:12][OH:13])[OH:14].[Cl:1][c:2]1[c:3]([CH:4]=[O:5])[c:6]([F:10])[cH:7][cH:8][cH:9]1>>[Cl:1][c:2]1[c:3]([CH:4]2[O:5][CH2:11][CH2:12][O:13]2)[c:6]([F:10])[cH:7][cH:8][cH:9]1. Reactants: C(=O)(O)[O-].[Na+] (NaHCO3), Cl (HCl), C(#N)C1(CCC1)NC1=CC=C(C=C1)CCCC=1N(C=CN1)C(=O)OC(C)(C)C (tert-Butyl 2-(3-(4-(1-cyanocyclobutylamino)phenyl)propyl)-1H-imidazole-1-carboxylate), N(=C=S)C1=CC(=C(C#N)C=C1)C(F)(F)F (4-Isothiocyanato-2-trifluoromethylbenzonitrile). The solvent is CO (methanol), CN(C)C=O (DMF), O (water). Conditions: temperature 80 celsius. The product is N1C(=NC=C1)CCCC1=CC=C(C=C1)N1C2(CCC2)C(N(C1=S)C1=CC(=C(C#N)C=C1)C(F)(F)F)=O (4-(5-(4-(3-(1H-Imidazol-2-yl)propyl)phenyl)-8-oxo-6-thioxo-5,7-diazaspiro[3.4]octan-7-yl)-2-(trifluoromethyl)benzonitrile). Yield: 52.0%. As a reaction SMILES: [C:1]([C:3]1([NH:7][C:8]2[CH:13]=[CH:12][C:11]([CH2:14][CH2:15][CH2:16][C:17]3[N:18](C(OC(C)(C)C)=O)[CH:19]=[CH:20][N:21]=3)=[CH:10][CH:9]=2)[CH2:6][CH2:5][CH2:4]1)#N.[N:29]([C:32]1[CH:39]=[CH:38][C:35]([C:36]#[N:37])=[C:34]([C:40]([F:43])([F:42])[F:41])[CH:33]=1)=[C:30]=[S:31].Cl.C([O-])(O)=[O:46].[Na+]>CN(C=O)C.O.CO>[NH:21]1[CH:20]=[CH:19][N:18]=[C:17]1[CH2:16][CH2:15][CH2:14][C:11]1[CH:12]=[CH:13][C:8]([N:7]2[C:30](=[S:31])[N:29]([C:32]3[CH:39]=[CH:38][C:35]([C:36]#[N:37])=[C:34]([C:40]([F:41])([F:43])[F:42])[CH:33]=3)[C:1](=[O:46])[C:3]32[CH2:6][CH2:5][CH2:4]3)=[CH:9][CH:10]=1 |f:3.4|. Reported procedure: A mixture of tert-Butyl 2-(3-(4-(1-cyanocyclobutylamino)phenyl)propyl)-1H-imidazole-1-carboxylate (60) (22 mg, 0.06 mmol) and 4-isothiocyanato-2-trifluoromethylbenzonitrile (96) (26 mg, 0.12 mmol) in DMF (1 mL) was heated to 80° C. using microwave for 16 h. To this mixture was added methanol (3 mL) and aq. 1 N HCl (3 mL). The second mixture was refluxed for 1.5 h. After being cooled to room temperature, the reaction mixture was poured into cold water (30 mL), treated with saturated NaHCO3 soluti...